Dataset: the Open Reaction Database (ORD), a public repository of structured organic reaction records. Task: describe an organic reaction: reactants, conditions, products, and yield Starting materials: C1(=CC=CC=C1)COC(=O)N1[C@H](C(=O)OC)C[C@H](C1)OS(=O)(=O)C1=CC=C(C)C=C1 (1-[(phenylmethoxy)carbonyl]-trans-4-tosyloxy-L-proline, methyl ester), N1CCCCC1 (piperidine). Run at time 24 hour. Yields the product C1(=CC=CC=C1)COC(=O)N1[C@H](C(=O)OC)C[C@@H](C1)N1CCCCC1 ([4S]-1-[(Phenylmethoxy)carbonyl]-4-(1-piperidinyl)-L-proline, methyl ester). Reaction SMILES: [C:1]1([CH2:7][O:8][C:9]([N:11]2[CH2:19][C@H:18](OS(C3C=CC(C)=CC=3)(=O)=O)[CH2:17][C@H:12]2[C:13]([O:15][CH3:16])=[O:14])=[O:10])[CH:6]=[CH:5][CH:4]=[CH:3][CH:2]=1.[NH:31]1[CH2:36][CH2:35][CH2:34][CH2:33][CH2:32]1>>[C:1]1([CH2:7][O:8][C:9]([N:11]2[CH2:19][C@@H:18]([N:31]3[CH2:36][CH2:35][CH2:34][CH2:33][CH2:32]3)[CH2:17][C@H:12]2[C:13]([O:15][CH3:16])=[O:14])=[O:10])[CH:2]=[CH:3][CH:4]=[CH:5][CH:6]=1. Procedure: A mixture of 15.0 g of 1-[(phenylmethoxy)carbonyl]-trans-4-tosyloxy-L-proline, methyl ester (J.A.C.S., 79, 191 (1957)) and 75 ml of piperidine is stirred at room temperature for 24 hours. The excess piperidine is removed under reduced pressure and the residue is dissolved in 50 ml of chloroform. The latter solution is extracted twice with 10 ml portions of water, dried (MgSO4), filtered and the solvent evaporated to give the title compound. Reactants: C(C)(C)(C)ON=C1C=C(OC2=CC(=CC=C12)Br)C=1N=CC2=CC=CC=C2C1 (7-bromo-2-isoquinolin-3-yl-chromen-4-one O-tert-butyl oxime), C(C#C)O (2-propyn-1-ol). Product: C(C)(C)(C)ON=C1C=C(OC2=CC(=CC=C12)C#CCO)C=1N=CC2=CC=CC=C2C1 (7-(3-hydroxy-prop-1-ynyl)-2-isoquinolin-3-yl-chromen-4-one O-tert-butyl-oxime). As a reaction SMILES: [C:1]([O:5][N:6]=[C:7]1[C:16]2[C:11](=[CH:12][C:13](Br)=[CH:14][CH:15]=2)[O:10][C:9]([C:18]2[N:19]=[CH:20][C:21]3[C:26]([CH:27]=2)=[CH:25][CH:24]=[CH:23][CH:22]=3)=[CH:8]1)([CH3:4])([CH3:3])[CH3:2].[CH2:28]([OH:31])[C:29]#[CH:30]>>[C:1]([O:5][N:6]=[C:7]1[C:16]2[C:11](=[CH:12][C:13]([C:30]#[C:29][CH2:28][OH:31])=[CH:14][CH:15]=2)[O:10][C:9]([C:18]2[N:19]=[CH:20][C:21]3[C:26]([CH:27]=2)=[CH:25][CH:24]=[CH:23][CH:22]=3)=[CH:8]1)([CH3:4])([CH3:3])[CH3:2]. Reported procedure: 7-(3-hydroxy-prop-1-ynyl)-2-isoquinolin-3-yl-chromen-4-one O-tert-butyl-oxime was prepared in 58% overall yield using the method described in example 23A, starting from 7-bromo-2-isoquinolin-3-yl-chromen-4-one O-tert-butyl oxime (example 2B) and 2-propyn-1-ol. The reactants are C1(=CC=CC=C1)N=C=O (phenyl isocyanate), NC1=CC=CC=C1 (aniline). Run in CN(C=O)C (dimethyl formamide). Run at temperature 80 celsius, time 9.5 hour. Product: C1(=CC=CC=C1)NC(N)=O (N'- phenyl urea). As a reaction SMILES: [C:1]1([N:7]=[C:8]=[O:9])[CH:6]=[CH:5][CH:4]=[CH:3][CH:2]=1.[NH2:10]C1C=CC=CC=1>CN(C)C=O>[C:1]1([NH:7][C:8](=[O:9])[NH2:10])[CH:6]=[CH:5][CH:4]=[CH:3][CH:2]=1. Reported procedure: To a solution of phenyl isocyanate(1.0 equiv.) in dimethyl formamide (1 ml) the corresponding aniline (1.0 equiv.) was added. The reaction mixture was stirred at 80° C. until complete (3-16 hrs.), then removed solvent under vacuum. The purification, yields and spectral characteristics for each individual compound are listed below. Additional synthetic methods are provided for in PCT US96/02260 filed Feb. 16, 1996 whose disclosure is incorporated herein by reference. The reactants are CCCCS(=O)(=O)c1nnc(SCC)s1, CC(=O)O, O, OO. Product: CCCCS(=O)(=O)c1nnc(S(=O)CC)s1. RXN SMILES: [CH2:1]([CH3:2])[S:3][c:4]1[s:5][c:6]([S:9](=[O:10])(=[O:11])[CH2:12][CH2:13][CH2:14][CH3:15])[n:7][n:8]1.[CH3:19][C:20](=[O:21])[OH:22].[OH2:18].[OH:16][OH:17]>>[CH2:1]([CH3:2])[S:3]([c:4]1[s:5][c:6]([S:9](=[O:10])(=[O:11])[CH2:12][CH2:13][CH2:14][CH3:15])[n:7][n:8]1)=[O:16]. The reactants are NC1=C(C(=O)N)C(=CC(=C1)OC)OC (2-amino-4,6-dimethoxybenzamide), CC=1C=C(C=O)C=C(C1OCCN1CCOCC1)C (3,5-dimethyl-4-(2-morpholin-4-yl-ethoxy)-benzaldehyde), II (iodine), C([O-])([O-])=O.[K+].[K+] (potassium carbonate). Solvent: CN(C=O)C (N,N-dimethyl formamide). Reaction conditions: temperature 70 celsius, time 48 hour. Product: CC=1C=C(C=C(C1OCCN1CCOCC1)C)C1=NC2=CC(=CC(=C2C(N1)=O)OC)OC (2-(3,5-dimethyl-4-(2-morpholinoethoxy)phenyl)-5,7-dimethoxyquinazolin-4(3H)-one). As a reaction SMILES: [NH2:1][C:2]1[CH:10]=[C:9]([O:11][CH3:12])[CH:8]=[C:7]([O:13][CH3:14])[C:3]=1[C:4]([NH2:6])=[O:5].[CH3:15][C:16]1[CH:17]=[C:18]([CH:21]=[C:22]([CH3:33])[C:23]=1[O:24][CH2:25][CH2:26][N:27]1[CH2:32][CH2:31][O:30][CH2:29][CH2:28]1)[CH:19]=O.II.C(=O)([O-])[O-].[K+].[K+]>CN(C)C=O>[CH3:33][C:22]1[CH:21]=[C:18]([C:19]2[NH:6][C:4](=[O:5])[C:3]3[C:2](=[CH:10][C:9]([O:11][CH3:12])=[CH:8][C:7]=3[O:13][CH3:14])[N:1]=2)[CH:17]=[C:16]([CH3:15])[C:23]=1[O:24][CH2:25][CH2:26][N:27]1[CH2:32][CH2:31][O:30][CH2:29][CH2:28]1 |f:3.4.5|. Procedure: To a solution of 2-amino-4,6-dimethoxybenzamide (451 mg, 2.3 mmol) and 3,5-dimethyl-4-(2-morpholin-4-yl-ethoxy)-benzaldehyde (550 mg, 2.09 mmol) in N,N-dimethyl formamide (20 mL), iodine (636 mg, 2.5 mmol) and potassium carbonate (288 mg, 2.09 mmol) were added and the reaction mixture was stirred at 70° C. for 48 h. The reaction mixture was poured into ice. The mixture was extracted with ethyl acetate. The organic layer was washed with water, brine and dried over anhydrous Na2SO4. Removal of the... Reactants: C1CCOC1, CN1C(=O)CCC2(C)c3ccc(C(=O)O)cc3CCC12, CCOC(C)=O, CN(C)C=O, O=C(Cl)C(=O)Cl, Oc1ccccc1, c1ccncc1, c1ccccc1. Yields the product CN1C(=O)CCC2(C)c3ccc(C(=O)Oc4ccccc4)cc3CCC12. As a reaction SMILES: [CH2:40]1[O:41][CH2:42][CH2:43][CH2:44]1.[CH3:1][N:2]1[C:3](=[O:20])[CH2:4][CH2:5][C:6]2([CH3:19])[c:7]3[c:8]([cH:12][c:13]([C:16](=[O:17])[OH:18])[cH:14][cH:15]3)[CH2:9][CH2:10][CH:11]12.[CH3:45][CH2:46][O:47][C:48](=[O:49])[CH3:50].[CH3:51][N:52]([CH3:53])[CH:54]=[O:55].[Cl:21][C:22]([C:23]([Cl:24])=[O:25])=[O:26].[OH:27][c:28]1[cH:29][cH:30][cH:31][cH:32][cH:33]1.[cH:34]1[cH:35][cH:36][n:37][cH:38][cH:39]1.[cH:56]1[cH:57][cH:58][cH:59][cH:60][cH:61]1>>[CH3:1][N:2]1[C:3](=[O:20])[CH2:4][CH2:5][C:6]2([CH3:19])[c:7]3[c:8]([cH:12][c:13]([C:16](=[O:17])[O:18][c:28]4[cH:29][cH:30][cH:31][cH:32][cH:33]4)[cH:14][cH:15]3)[CH2:9][CH2:10][CH:11]12.